Dataset: the Open Reaction Database (ORD), a public repository of structured organic reaction records. Task: describe an organic reaction: reactants, conditions, products, and yield Starting materials: CC(=O)C.OS(=O)(=O)O.O=[Cr](=O)=O (Jones' reagent), OC(C1CC1)C=1SC(=CN1)S(=O)(=O)N (2-(1-hydroxy-1-cyclopropylmethyl)-5-thiazole sulfonamide). The solvent is CC(=O)C (acetone). Run at time 30 minute. Product: O=C1C(C1)C=1SC(=CN1)S(=O)(=O)N (2-(1-ketocyclopropyl)-5-thiazole sulfonamide). The yield is 75.3%. As a reaction SMILES: [CH3:1][C:2]([CH3:4])=[O:3].OS(O)(=O)=O.O=[Cr](=O)=O.OC([C:19]1[S:20][C:21]([S:24]([NH2:27])(=[O:26])=[O:25])=[CH:22][N:23]=1)C1CC1>CC(C)=O>[O:3]=[C:2]1[CH2:4][CH:1]1[C:19]1[S:20][C:21]([S:24]([NH2:27])(=[O:26])=[O:25])=[CH:22][N:23]=1 |f:0.1.2|. Reported procedure: Jones' reagent (0.63 mL, 1.69 mmol, 2.67M) was added dropwise to a 0° C. solution of 2-(1-hydroxy-1-cyclopropylmethyl)-5-thiazole sulfonamide (0.33 g, 1.4 mmol) in acetone (5 mL). The ice bath was removed and the solution stirred for 30 min. The reaction was quenched with a few drops of isopropanol and the acetone removed in vacuo. The residue was taken up in water and extracted with EtOAc. The combined extracts were dried (MgSO4), concentrated and purified by flash chromatography using 30% EtOA... Reactants: BrC=1C(=NC(=C(C(=O)OC)C1)OC(C)C)C1=CC=C(C=C1)F (methyl 5-bromo-6-(4-fluorophenyl)-2-isopropoxynicotinate), C1(CC1)B(O)O (cyclopropylboronic acid), C1(CCCCC1)P(C1=C(C=CC=C1)C1=C(C=CC=C1OC)OC)C1CCCCC1 (dicyclohexyl(2′,6′-dimethoxybiphenyl-2-yl)phosphine), C([O-])([O-])=O.[Na+].[Na+] (sodium carbonate), resultant mixture. Reagents/catalysts: C=1C=CC(=CC1)/C=C/C(=O)/C=C/C2=CC=CC=C2.C=1C=CC(=CC1)/C=C/C(=O)/C=C/C2=CC=CC=C2.C=1C=CC(=CC1)/C=C/C(=O)/C=C/C2=CC=CC=C2.[Pd].[Pd] (Tris(dibenzylideneacetone)dipalladium(0)). Solvent: C1(=CC=CC=C1)C (toluene), O (water). The product is C1(CC1)C=1C(=NC(=C(C(=O)OC)C1)OC(C)C)C1=CC=C(C=C1)F (Methyl 5-cyclopropyl-6-(4-fluorophenyl)-2-isopropoxynicotinate). Isolated yield 97.4%. As a reaction SMILES: Br[C:2]1[C:3]([C:16]2[CH:21]=[CH:20][C:19]([F:22])=[CH:18][CH:17]=2)=[N:4][C:5]([O:12][CH:13]([CH3:15])[CH3:14])=[C:6]([CH:11]=1)[C:7]([O:9][CH3:10])=[O:8].[CH:23]1(B(O)O)[CH2:25][CH2:24]1.C1(P(C2CCCCC2)C2C=CC=CC=2C2C(OC)=CC=CC=2OC)CCCCC1.C(=O)([O-])[O-].[Na+].[Na+]>C1C=CC(/C=C/C(/C=C/C2C=CC=CC=2)=O)=CC=1.C1C=CC(/C=C/C(/C=C/C2C=CC=CC=2)=O)=CC=1.C1C=CC(/C=C/C(/C=C/C2C=CC=CC=2)=O)=CC=1.[Pd].[Pd].O.C1(C)C=CC=CC=1>[CH:23]1([C:2]2[C:3]([C:16]3[CH:21]=[CH:20][C:19]([F:22])=[CH:18][CH:17]=3)=[N:4][C:5]([O:12][CH:13]([CH3:15])[CH3:14])=[C:6]([CH:11]=2)[C:7]([O:9][CH3:10])=[O:8])[CH2:25][CH2:24]1 |f:3.4.5,6.7.8.9.10|. Reported procedure: Tris(dibenzylideneacetone)dipalladium(0) (635 mg) was added to a mixture of methyl 5-bromo-6-(4-fluorophenyl)-2-isopropoxynicotinate (3.65 g), cyclopropylboronic acid (2.55 g), dicyclohexyl(2′,6′-dimethoxybiphenyl-2-yl)phosphine (610 mg), a 2 M aqueous sodium carbonate solution (14.9 mL), and toluene (25 mL), and the resultant mixture was stirred at 100° C. for 2 hours in an argon atmosphere. The reaction mixture was allowed to cool to room temperature and poured to water, followed by extraction... The reactants are C(#N)C=1C=C(C=CC1)NC(=N)N (N-(3-Cyanophenyl)guanidine), [N+](=O)(O)[O-] (HNO3), [N+](=O)(O)[O-] (HNO3), NC=1C=C(C#N)C=CC1 (3-aminobenzonitrile), N#CN (cyanamide), CCO (EtOH). Run in CCOCC (Et2O), O (water). Reaction conditions: temperature 100 celsius. The product is N1=CC(=C2N1N=CC=C2)C2=NC(=NC=C2)NC=2C=C(C#N)C=CC2 (3-[(4-Pyrazolo[1,5-b]pyridazin-3-yl-2-pyrimidinyl)amino]benzonitrile). The yield is 46.0%. Reaction SMILES: [C:1]([C:3]1[CH:4]=[C:5]([NH:9][C:10]([NH2:12])=[NH:11])[CH:6]=[CH:7][CH:8]=1)#[N:2].[N+]([O-])(O)=O.[NH2:17][C:18]1[CH:19]=[C:20]([CH:23]=[CH:24][CH:25]=1)[C:21]#[N:22].[N:26]#CN.[CH3:29][CH2:30]O>O.CCOCC>[N:22]1[N:26]2[N:17]=[CH:18][CH:25]=[CH:24][C:23]2=[C:20]([C:19]2[CH:30]=[CH:29][N:12]=[C:10]([NH:9][C:5]3[CH:4]=[C:3]([CH:8]=[CH:7][CH:6]=3)[C:1]#[N:2])[N:11]=2)[CH:21]=1. Procedure: N-(3-Cyanophenyl)guanidine.HNO3. To a solution of 3-aminobenzonitrile (3.31 g, 28 mmol) in EtOH (28 mL) was added cyanamide (2.5 mL of a 50% w/w solution in water). HNO3 (1.98 mL, 14.2 M) is added dropwise. The mixture was heated at an oil bath temperature of 100° C. for about 3 hours. The flask was allowed to cool to RT. Et2O (20 mL) was added and the solids isolated by filtration. The solids were dried under vacuum (1 torr) for about 18 hours to give the title compound as a beige powder (2.9 g... Starting materials: NC=1C(=C(C(=C(C(=O)O)C1I)I)COC(C)=O)I (5-Amino-3-acetoxymethyl-2,4,6-triiodobenzoic acid), S(=O)(Cl)Cl (thionyl chloride). Run in ClCCCl (1,2-dichloroethane). Run at time 3 hour. The product is NC=1C(=C(C(=C(C(=O)Cl)C1I)I)COC(C)=O)I (5-Amino-3-acetoxymethyl-2,4,6-triiodobenzoyl chloride). Reaction SMILES: [NH2:1][C:2]1[C:3]([I:18])=[C:4]([CH2:13][O:14][C:15](=[O:17])[CH3:16])[C:5]([I:12])=[C:6]([C:10]=1[I:11])[C:7](O)=[O:8].S(Cl)([Cl:21])=O>ClCCCl>[NH2:1][C:2]1[C:3]([I:18])=[C:4]([CH2:13][O:14][C:15](=[O:17])[CH3:16])[C:5]([I:12])=[C:6]([C:10]=1[I:11])[C:7]([Cl:21])=[O:8]. Reported procedure: 5-Amino-3-acetoxymethyl-2,4,6-triiodobenzoic acid (43.9 g, 0.075 mol) was suspended in 1,2-dichloroethane (40 ml) and thionyl chloride (24.9 ml, 0.34 mol) was added. The mixture was heated to reflux temperature for 3 h. After evaporation to dryness, the residue was dissolved in tetrahydrofuran (50 ml). Sodium hydrogen carbonate (15 g) and crystalline sodium carbonate (5 g) were added to the solution and the mixture was stirred at room temperature for 3 h. The mixture was filtered and the filtrat... The reactants are saturated aqueous solution, C(=O)(O)[O-].[Na+] (NaHCO3), NC=1C=NC(=CC1)N1CCC1 (3-amino-6-(azetidin-1-yl)pyridine), Cl.CN(CCCN=C=NCC)C (N-(3-dimethylaminopropyl)-N′-ethylcarbodiimide hydrochloride), ON1N=NC2=C1C=CC=C2 (1-hydroxybenzotriazole), C[Si](C=1C=C2C=C(N(C2=CC1)CC1=CC(=CC=C1)F)C(=O)O)(C)C (5-trimethylsilyl-1-[(3-fluorophenyl)methyl]-1H-indole-2-carboxylic acid). The solvent is CCOC(=O)C (EtOAc), CN(C)C=O (DMF). Reaction conditions: time 15 minute. Product: N1(CCC1)C1=CC=C(C=N1)NC(=O)C=1N(C2=CC=C(C=C2C1)[Si](C)(C)C)CC1=CC(=CC=C1)F (N-[6-(Azetidin-1-yl)pyridin-3-yl]-5-trimethylsilyl-1-[(3-fluorophenyl)methyl]-1H-indole-2-carboxamide). Yield: 33.8%. RXN SMILES: Cl.CN(C)CCCN=C=NCC.ON1C2C=CC=CC=2N=N1.[CH3:23][Si:24]([CH3:46])([CH3:45])[C:25]1[CH:26]=[C:27]2[C:31](=[CH:32][CH:33]=1)[N:30]([CH2:34][C:35]1[CH:40]=[CH:39][CH:38]=[C:37]([F:41])[CH:36]=1)[C:29]([C:42](O)=[O:43])=[CH:28]2.[NH2:47][C:48]1[CH:49]=[N:50][C:51]([N:54]2[CH2:57][CH2:56][CH2:55]2)=[CH:52][CH:53]=1.C([O-])(O)=O.[Na+]>CN(C=O)C.CCOC(C)=O>[N:54]1([C:51]2[N:50]=[CH:49][C:48]([NH:47][C:42]([C:29]3[N:30]([CH2:34][C:35]4[CH:40]=[CH:39][CH:38]=[C:37]([F:41])[CH:36]=4)[C:31]4[C:27]([CH:28]=3)=[CH:26][C:25]([Si:24]([CH3:46])([CH3:23])[CH3:45])=[CH:33][CH:32]=4)=[O:43])=[CH:53][CH:52]=2)[CH2:57][CH2:56][CH2:55]1 |f:0.1,5.6|. Reported procedure: 98 mg (0.51 mmol) of N-(3-dimethylaminopropyl)-N′-ethylcarbodiimide hydrochloride (EDC) and 69 mg (0.51 mmol) of 1-hydroxybenzotriazole (HOBt) are added to a solution, stirred at 20° C. under an inert atmosphere, of 0.16 g (0.47 mmol) of 5-trimethylsilyl-1-[(3-fluorophenyl)methyl]-1H-indole-2-carboxylic acid, prepared according to the protocol described in stage 3.6, in 10 ml of DMF. The reaction mixture is stirred at ambient temperature for 15 minutes. 84 mg (0.56 mmol) of 3-amino-6-(azetidin-1... The reactants are N1CCCCC1 (piperidine), OC=1C=CC=C2C=CC=NC12 (8-hydroxyquinoline), C1=CC=C(C(=C1)N/N=C/2\C=CC=CC2=O)O (o,o′-dihydroxyazobenzene), [Al+3].[Cl-].[Cl-].[Cl-] (AlCl3), OC=1C=CC=C2C=CC=NC12 (8-hydroxyquinoline), N1CCCCC1 (piperidine), [Al](Cl)(Cl)Cl.O.O.O.O.O.O (AlCl3.6H2O). Run in O (water), C(C)O (ethanol), C(C)O (ethanol), C(C)O (ethanol), C(C)O (ethanol). Reaction conditions: time 1 hour. The product is Complex 12, N(=NC1=CC=CC=C1)C1=CC=CC=C1 (azobenzene). RXN SMILES: OC1C=CC=C2C=1N=CC=C2.[CH:12]1[CH:17]=[C:16]([NH:18]/[N:19]=[C:20]2\[CH:21]=[CH:22][CH:23]=[CH:24][C:25]\2=O)[C:15](O)=[CH:14][CH:13]=1.[Al+3].[Cl-].[Cl-].[Cl-].N1CCCCC1.[Al](Cl)(Cl)Cl.O.O.O.O.O.O>C(O)C.O>[N:18]([C:16]1[CH:15]=[CH:14][CH:13]=[CH:12][CH:17]=1)=[N:19][C:20]1[CH:21]=[CH:22][CH:23]=[CH:24][CH:25]=1 |f:2.3.4.5,7.8.9.10.11.12.13|. Procedure details: Complex 12 was synthesized through a reaction in the ethanol solution of 8-hydroxyquinoline, o,o′-dihydroxyazobenzene (L1) and AlCl3. First, a solution of 8-hydroxyquinoline (0.05M) and piperidine (0.05M) in 100 ml ethanol was added to a solution of AlCl3.6H2O (0.5M) in 10 ml ethanol very slowly with an intensive stirring. Then, a solution of L1 (0.01M) and piperidine (0.02M) in 500 ml ethanol was introduced slowly. The mixture was stirred for about 1 hour and cooled to room temperature and kept... The reactants are CCOP(=O)(Cl)OCC, [NH4+], N#C[S-], c1ccccc1. Yields the product CCOP(=O)(N=C=S)OCC. As a reaction SMILES: [CH2:1]([CH3:2])[O:3][P:4]([O:5][CH2:6][CH3:7])(=[O:8])[Cl:9].[NH4+:13].[S-:10][C:11]#[N:12].[cH:14]1[cH:15][cH:16][cH:17][cH:18][cH:19]1>>[CH2:1]([CH3:2])[O:3][P:4]([O:5][CH2:6][CH3:7])(=[O:8])[N:12]=[C:11]=[S:10]. The product is BrC=1C=C2C=3CCCC(C3NC2=CC1)NC(C1=CC=C(C=C1)C(F)(F)F)=O (N-(6-Bromo-2,3,4,9-tetrahydro-1H-carbazol-1-yl)-4-(trifluoromethyl)benzamide), solid. Starting materials: BrC=1C=C2C=3CCCC(C3NC2=CC1)N (6-bromo-2,3,4,9-tetrahydro-1H-carbazol-1-amine), FC(C1=CC=C(C(=O)Cl)C=C1)(F)F (4-trifluoromethyl benzoyl chloride). Yield: 63.0%. RXN SMILES: [Br:1][C:2]1[CH:3]=[C:4]2[C:12](=[CH:13][CH:14]=1)[NH:11][C:10]1[CH:9]([NH2:15])[CH2:8][CH2:7][CH2:6][C:5]2=1.[F:16][C:17]([F:28])([F:27])[C:18]1[CH:26]=[CH:25][C:21]([C:22](Cl)=[O:23])=[CH:20][CH:19]=1>>[Br:1][C:2]1[CH:3]=[C:4]2[C:12](=[CH:13][CH:14]=1)[NH:11][C:10]1[CH:9]([NH:15][C:22](=[O:23])[C:21]3[CH:25]=[CH:26][C:18]([C:17]([F:16])([F:27])[F:28])=[CH:19][CH:20]=3)[CH2:8][CH2:7][CH2:6][C:5]2=1. Procedure details: N-(6-Bromo-2,3,4,9-tetrahydro-1H-carbazol-1-yl)-4-(trifluoromethyl)benzamide was prepared from 6-bromo-2,3,4,9-tetrahydro-1H-carbazol-1-amine and 4-trifluoromethyl benzoyl chloride in a similar manner as described above to give a tan solid (63% yield). 1H-NMR (CDCl3): δ 8.83 (s, 1H), 7.89 (d, 2H), 7.70 (d, 2H), 7.61 (m, 1H), 7.23 (d, 1H), 7.18 (d, 1H), 6.42 (d, 1H), 5.33 (m, 1H), 2.72 (m, 2H), 2.31 (m, 1H), 1.97 (m, 3H); MS m/z 437 (M−1).